Dataset: the Open Reaction Database (ORD), a public repository of structured organic reaction records. Task: describe an organic reaction: reactants, conditions, products, and yield The reactants are C(=O)(OC)C1=CC(=NN1C)C1=C(NC(=C1)C)C (5-carbomethoxy-3-(2,5-dimethylpyrrolyl)-1-methylpyrazole), [OH-].[K+] (potassium hydroxide), Cl.NO (hydroxylamine hydrochloride). Run in O (water), C(C)O (ethanol), C(C)O (ethanol). Yields the product C(=O)(OC)C1=CC(=NN1C)N (5-carbomethoxy-3-amino-1-methylpyrazole). Yield: 81.2%. Reaction SMILES: [OH-].[K+].Cl.[NH2:4]O.[C:6]([C:10]1[N:14]([CH3:15])[N:13]=[C:12](C2C=C(C)NC=2C)[CH:11]=1)([O:8][CH3:9])=[O:7]>O.C(O)C>[C:6]([C:10]1[N:14]([CH3:15])[N:13]=[C:12]([NH2:4])[CH:11]=1)([O:8][CH3:9])=[O:7] |f:0.1,2.3|. Procedure: A solution of potassium hydroxide (5.08 g, 90.7 mmol) in water (76 mL) and ethanol (76 mL) was added to a slurry of hydroxylamine hydrochloride (11.44 g, 169.5 mmol) in ethanol (127 mL). Then, 5-carbomethoxy-3-(2,5-dimethylpyrrolyl)-1-methylpyrazole (8.5 g, 36.6 mmol) was added and the mixture was refluxed under a nitrogen atmosphere for 65 h. The solvents were removed at reduced pressure and the residue was triturated with ether. Sodium sulfate was added and the heterogenous mixture was filtere... Starting materials: C(C)OC(=O)C1=C(N=C2N1C=1C=C(C=CC1N2C2=C(C=C(C=C2C)C)C)F)C (5-fluoro-2-methyl-8-(2,4,6-trimethyl-phenyl)-8H-1,3a,8-triaza-cyclopenta[α]indene-3-carboxylic acid ethyl ester), [OH-].[Na+] (sodium hydroxide), C[Al](C)C (trimethylaluminum), C1(CC1)CNCCC (N-cyclopropylmethyl-N-propylamine). Run in C1=CC=CC=C1 (benzene), C1=CC=CC=C1 (benzene). Run at time 1.5 hour. The product is C1(CC1)CN(C(=O)C1=C(N=C2N1C=1C=C(C=CC1N2C2=C(C=C(C=C2C)C)C)F)C)CCC (5-Fluoro-2-methyl-8-(2,4,6-trimethyl-phenyl)-8H-1,3a,8-triaza-cyclopenta[α]indene-3-carboxylic acid cyclopropylmethyl-propyl-amide). Yield: 99.8%. RXN SMILES: C[Al](C)C.[CH:5]1([CH2:8][NH:9][CH2:10][CH2:11][CH3:12])[CH2:7][CH2:6]1.C(O[C:16]([C:18]1[N:22]2[C:23]3[CH:24]=[C:25]([F:39])[CH:26]=[CH:27][C:28]=3[N:29]([C:30]3[C:35]([CH3:36])=[CH:34][C:33]([CH3:37])=[CH:32][C:31]=3[CH3:38])[C:21]2=[N:20][C:19]=1[CH3:40])=[O:17])C.[OH-].[Na+]>C1C=CC=CC=1>[CH:5]1([CH2:8][N:9]([CH2:10][CH2:11][CH3:12])[C:16]([C:18]2[N:22]3[C:23]4[CH:24]=[C:25]([F:39])[CH:26]=[CH:27][C:28]=4[N:29]([C:30]4[C:35]([CH3:36])=[CH:34][C:33]([CH3:37])=[CH:32][C:31]=4[CH3:38])[C:21]3=[N:20][C:19]=2[CH3:40])=[O:17])[CH2:7][CH2:6]1 |f:3.4|. Reported procedure: A solution of trimethylaluminum (2.0 M in heptane, 1.4 mL, 2.8 mmol) was added to a solution of N-cyclopropylmethyl-N-propylamine (0.40 mL, 2.8 mmol) in benzene (3 mL) at 0° C. The mixture was warmed up to room temperature and stirred at this temperature for 1.5 hours, and then added to a stirred solution of 5-fluoro-2-methyl-8-(2,4,6-trimethyl-phenyl)-8H-1,3a,8-triaza-cyclopenta[α]indene-3-carboxylic acid ethyl ester (0.13 g, 0.35 mmol) in benzene (2.0 mL). The mixture was refluxed for 12 hours... Starting materials: CC(C)(C)OC(=O)OC(C)(C)C, ClCCl, Cc1ccc(N)c(O)c1. Product: Cc1ccc(NC(=O)OC(C)(C)C)c(O)c1. As a reaction SMILES: [C:10]([O:11][C:12]([CH3:13])([CH3:14])[CH3:15])([O:16][C:18]([CH3:19])([CH3:20])[CH3:21])=[O:17].[Cl:22][CH2:23][Cl:24].[NH2:1][c:2]1[cH:3][cH:4][c:5]([CH3:9])[cH:6][c:7]1[OH:8]>>[NH:1]([c:2]1[cH:3][cH:4][c:5]([CH3:9])[cH:6][c:7]1[OH:8])[C:10]([O:11][C:12]([CH3:13])([CH3:14])[CH3:15])=[O:16]. The reactants are [OH-].[Na+].O (NaOH H2O), B(F)(F)F.CCOCC (boron trifluoride etherate), C(C)S (ethanethiol), FC1=CC2=C(N(C(CO2)=O)CC#C)C=C1NC(=O)C1N(CCC1)C(=O)OCC1=CC=CC=C1 (phenylmethyl 2-[[[7-fluoro-3,4-dihydro-3-oxo-4-(2-propynyl)-2H-1,4-benzoxazin-6-yl]amino]carbonyl]-1-pyrrolidinecarboxylate). Solvent: C(Cl)Cl (CH2Cl2), O (water), C(Cl)Cl (CH2Cl2). Reaction conditions: time 48 hour. The product is FC1=CC2=C(N(C(CO2)=O)CC#C)C=C1NC(=O)C1C2CC2CN1 (N-[7-fluoro-3,4-dihydro-3-oxo-4-(2-propynyl)-2H-1,4-benzoxazin-6-yl]-3-azabicyclo[3.1.0]hexane-2-carboxamide). The yield is 54.8%. RXN SMILES: B(F)(F)F.CCOCC.[CH2:10](S)[CH3:11].[F:13][C:14]1[C:27]([NH:28][C:29]([CH:31]2[CH2:35][CH2:34]C[N:32]2C(OCC2C=CC=CC=2)=O)=[O:30])=[CH:26][C:17]2[N:18]([CH2:23][C:24]#[CH:25])[C:19](=[O:22])[CH2:20][O:21][C:16]=2[CH:15]=1.[OH-].[Na+].O>C(Cl)Cl.O>[F:13][C:14]1[C:27]([NH:28][C:29]([CH:31]2[NH:32][CH2:10][CH:11]3[CH:35]2[CH2:34]3)=[O:30])=[CH:26][C:17]2[N:18]([CH2:23][C:24]#[CH:25])[C:19](=[O:22])[CH2:20][O:21][C:16]=2[CH:15]=1 |f:0.1,4.5.6|. Procedure: To a solution of boron trifluoride etherate (1.57 gm, 10.8 mmol) and ethanethiol (2.31 mL, 1.94 gm, 32.32 mmol) under N2, at room temperature was added dropwise a solution of the compound of Step F, Example 3, (500.0 mg) in CH2Cl2 (1 mL). The resultant clear solution was stirred at room temperature for 48 hours and the reaction was scrubbed with a bleach/50% NaOH/H2O-20%. 30 mL of water was added dropwise at room temperature followed by CH2Cl2 (30 mL). The aqueous layer was separated and basifie... Starting materials: ClCCl (dichloromethane), C(C)OC(=O)[C@H]1CN(CCC1)CCOCCN(C1=CC=CC=C1)C1=CC=CC=C1 ((R)-N-(2-(2-(Diphenylamino)ethoxy)ethyl)-3-piperidinecarboxylic acid ethyl ester), Cl (hydrochloric acid), [OH-].[Na+] (sodium hydroxide). Solvent: C(C)O (ethanol). Conditions: time 5 hour. Product: Cl.C1(=CC=CC=C1)N(CCOCCN1C[C@@H](CCC1)C(=O)O)C1=CC=CC=C1 ((R)-N-(2-(2-(Diphenylamino)ethoxy)ethyl)-3-piperidinecarboxylic acid hydrochloride). RXN SMILES: C([O:3][C:4]([C@@H:6]1[CH2:11][CH2:10][CH2:9][N:8]([CH2:12][CH2:13][O:14][CH2:15][CH2:16][N:17]([C:24]2[CH:29]=[CH:28][CH:27]=[CH:26][CH:25]=2)[C:18]2[CH:23]=[CH:22][CH:21]=[CH:20][CH:19]=2)[CH2:7]1)=[O:5])C.[OH-].[Na+].Cl.[Cl:33]CCl>C(O)C>[ClH:33].[C:24]1([N:17]([C:18]2[CH:19]=[CH:20][CH:21]=[CH:22][CH:23]=2)[CH2:16][CH2:15][O:14][CH2:13][CH2:12][N:8]2[CH2:9][CH2:10][CH2:11][C@@H:6]([C:4]([OH:5])=[O:3])[CH2:7]2)[CH:25]=[CH:26][CH:27]=[CH:28][CH:29]=1 |f:1.2,6.7|. Reported procedure: The ester prepared in Example 1 (3.5 g, 8.8 mmol) was dissolved in ethanol (10 ml) and a 12 N sodium hydroxide solution (1.5 ml) was added. The reaction mixture was stirred at room temperature for 5 h. A concentrated hydrochloric acid solution (2.2 ml) was added with cooling of the reaction vessel in an ice-bath and dichloromethane (300 ml) was added. The resulting emulsion was dried (Na2SO4) and the solvent evaporated in vacuo to give a residue which was crystallised from acetone. This afforded... The reactants are C1(=CC=C(C=C1)S(=O)(=O)OC[C@H]1COC2=C(O1)C=C(C=C2)Br)C ((R)-7-bromo-1,4-benzodioxan-2-ylmethyl 4-toluenesulphonate), C(C1=CC=CC=C1)=NCC1CCNCC1 (N-benzylidene-4-piperidylmethylamine), C([O-])([O-])=O.[K+].[K+] (potassium carbonate). Reagents/catalysts: [I-].[K+] (potassium iodide). Solvent: C(C)#N (acetonitrile). Run at time 24 hour. Yields the product C(C1=CC=CC=C1)=NCC1CCN(CC1)C[C@H]1COC2=C(O1)C=C(C=C2)Br ((S)-N-benzylidene-1-[1-(7-bromo-1,4-benzodioxan-2-ylmethyl)-4-piperidyl]methylamine). As a reaction SMILES: C1(C)C=CC(S(O[CH2:11][C@@H:12]2[O:17][C:16]3[CH:18]=[C:19]([Br:22])[CH:20]=[CH:21][C:15]=3[O:14][CH2:13]2)(=O)=O)=CC=1.[CH:24](=[N:31][CH2:32][CH:33]1[CH2:38][CH2:37][NH:36][CH2:35][CH2:34]1)[C:25]1[CH:30]=[CH:29][CH:28]=[CH:27][CH:26]=1.C(=O)([O-])[O-].[K+].[K+]>C(#N)C.[I-].[K+]>[CH:24](=[N:31][CH2:32][CH:33]1[CH2:34][CH2:35][N:36]([CH2:11][C@@H:12]2[O:17][C:16]3[CH:18]=[C:19]([Br:22])[CH:20]=[CH:21][C:15]=3[O:14][CH2:13]2)[CH2:37][CH2:38]1)[C:25]1[CH:30]=[CH:29][CH:28]=[CH:27][CH:26]=1 |f:2.3.4,6.7|. Procedure: A mixture of (R)-7-bromo-1,4-benzodioxan-2-ylmethyl 4-toluenesulphonate (6.5 g, prepared as described in WO97/03071), N-benzylidene-4-piperidylmethylamine (3.0 g), potassium carbonate (4.1 g), and potassium iodide (10 mg) in acetonitrile (200 ml) was heated at reflux, with stirring, under nitrogen for 24 hours. The reaction was cooled, filtered and concentrated under reduced pressure to afford (S)-N-benzylidene-1-[1-(7-bromo-1,4-benzodioxan-2-ylmethyl)-4-piperidyl]methylamine (6.3 g) as an orang...